The task is: describe an organic reaction: reactants, conditions, products, and yield. This data is from the Open Reaction Database (ORD), a public repository of structured organic reaction records. Starting materials: C(C1=CC=CC=C1)Br (benzyl bromide), COC1=CC(=CC(=C1)Br)OC (1,3-Dimethoxy-5-bromobenzene), B(Br)(Br)Br (BBr3), C(=O)([O-])[O-].[K+].[K+] (K2CO3), EtOAc hexanes. The solvent is CCOC(=O)C (EtOAc), C(Cl)Cl (CH2Cl2). Reaction conditions: temperature 0 celsius, time 12 hour. Product: C(C1=CC=CC=C1)OC1=CC(=CC(=C1)Br)OCC1=CC=CC=C1 (1,3-Bis-benzyloxy-5-bromobenzene). RXN SMILES: [CH3:1][O:2][C:3]1[CH:8]=[C:7]([Br:9])[CH:6]=[C:5]([O:10][CH3:11])[CH:4]=1.B(Br)(Br)Br.C([O-])([O-])=O.[K+].[K+].C(Br)[C:23]1[CH:28]=[CH:27][CH:26]=[CH:25][CH:24]=1>C(Cl)Cl.CCOC(C)=O>[CH2:1]([O:2][C:3]1[CH:8]=[C:7]([Br:9])[CH:6]=[C:5]([O:10][CH2:11][C:23]2[CH:24]=[CH:25][CH:26]=[CH:27][CH:28]=2)[CH:4]=1)[C:3]1[CH:8]=[CH:7][CH:6]=[CH:5][CH:4]=1 |f:2.3.4|. Reported procedure: 1,3-Dimethoxy-5-bromobenzene (14.5 g, 66.7 mmol) was dissolved in 40 mL CH2Cl2 and cooled to 0° C. BBr3 (100 mL, 1.0 M in CH2Cl2, 100 mmol) was added and the solution was stirred for 12 h at room temperature. The reaction was carefully quenched with MeOH and then concentrated to dryness. The resulting syrup was redissolved in EtOAc and was washed with H2O (3×25 mL). The organic phase was then dried over Na2SO4, filtered and concentrated to dryness. The residue was then dissolved in DMF (50 mL) a...